Dataset: the Open Reaction Database (ORD), a public repository of structured organic reaction records. Task: describe an organic reaction: reactants, conditions, products, and yield Procedure details: The experiment of Example I was repeated except that 10 mM of the ferric chelate of iminodiacetic acid (Fe-IMDA) solution was used, rather than Fe-HEDTA. The Fe-IMDA solution was prepared by dissolving 0.133 g of IMDA in 100 mL of distilled water and adding FeCl3.6H2O, as described in Example I. The composition so produced formed a blue color, as in Example I, in the presence of 0.139 milligram of hemoglobin per deciliter and 50 μM ascorbate. Product: [Fe].C(C(=O)O)NCC(=O)O (Fe IMDA). The reactants are ferric, C(C(=O)O)NCC(=O)O (IMDA), FeCl3.6H2O, N(CC(=O)O)CC(=O)O (iminodiacetic acid), [Fe].C(CN(CC(=O)O)CC(=O)O)N(CCO)CC(=O)O (Fe HEDTA), O=C1C(O)=C([O-])[C@H](O1)[C@@H](O)CO (ascorbate). Solvent: O (water). As a reaction SMILES: [NH:1]([CH2:6][C:7]([OH:9])=[O:8])[CH2:2][C:3]([OH:5])=[O:4].[Fe:10].C(N(CC(O)=O)CCO)CN(CC(O)=O)CC(O)=O.O=C1O[C@H]([C@H](CO)O)C([O-])=C1O>O>[Fe:10].[CH2:2]([NH:1][CH2:6][C:7]([OH:9])=[O:8])[C:3]([OH:5])=[O:4] |f:1.2,5.6|.